From a dataset of the Open Reaction Database (ORD), a public repository of structured organic reaction records. describe an organic reaction: reactants, conditions, products, and yield Reactants: FC=1C=C(C=O)C=CC1OC (3-fluoro-4-methoxybenzaldehyde), C(C)OC(CC(=O)COCC)=O (γ-ethoxyacetoacetic acid ethyl ester), C(C)OC(\C=C(\C)/N)=O (β-aminocrotonic acid ethyl ester). The solvent is C(C)O (ethanol). Product: C(C)OC(=O)C1=C(NC(=C(C1C1=CC(=C(C=C1)OC)F)C(=O)OCC)C)COCC (2-ethoxymethyl-6-methyl-4-(3'-fluoro-4'-methoxyphenyl)-1,4-dihydropyridine-3,5-dicarboxylic acid diethyl ester). The yield is 35.0%. RXN SMILES: [F:1][C:2]1[CH:3]=[C:4]([CH:7]=[CH:8][C:9]=1[O:10][CH3:11])[CH:5]=O.[CH2:12]([O:14][C:15](=[O:23])[CH2:16][C:17]([CH2:19][O:20][CH2:21][CH3:22])=O)[CH3:13].[CH2:24]([O:26][C:27](=[O:32])/[CH:28]=[C:29](\[NH2:31])/[CH3:30])[CH3:25]>C(O)C>[CH2:12]([O:14][C:15]([C:16]1[CH:5]([C:4]2[CH:7]=[CH:8][C:9]([O:10][CH3:11])=[C:2]([F:1])[CH:3]=2)[C:28]([C:27]([O:26][CH2:24][CH3:25])=[O:32])=[C:29]([CH3:30])[NH:31][C:17]=1[CH2:19][O:20][CH2:21][CH3:22])=[O:23])[CH3:13]. Procedure: 15.4 g of 3-fluoro-4-methoxybenzaldehyde, 17.4 g of γ-ethoxyacetoacetic acid ethyl ester and 13 g of β-aminocrotonic acid ethyl ester in 80 ml of ethanol are heated to the boil overnight, the mixture is cooled, and after filtration and rinsing with cold ethanol, 2-ethoxymethyl-6-methyl-4-(3'-fluoro-4'-methoxyphenyl)-1,4-dihydropyridine-3,5-dicarboxylic acid diethyl ester is obtained in 35% yield of theory, in the form of white crystals of melting point 120° C. The reactants are O=C(CCn1ccnc1)N1c2ccccc2Sc2ccc(Cl)cc21, ClCCl, [Na+], O=C([O-])O, O. Product: O=C(CCn1ccnc1)N1c2ccccc2S(=O)c2ccc(Cl)cc21. As a reaction SMILES: [Cl:1][c:2]1[cH:3][c:4]2[c:13]([cH:14][cH:15]1)[S:12][c:11]1[c:6]([cH:7][cH:8][cH:9][cH:10]1)[N:5]2[C:16]([CH2:17][CH2:18][n:19]1[cH:20][n:21][cH:22][cH:23]1)=[O:24].[Cl:31][CH2:32][Cl:33].[Na+:30].[O-:26][C:27]([OH:28])=[O:29].[OH2:25]>>[Cl:1][c:2]1[cH:3][c:4]2[c:13]([cH:14][cH:15]1)[S:12](=[O:26])[c:11]1[c:6]([cH:7][cH:8][cH:9][cH:10]1)[N:5]2[C:16]([CH2:17][CH2:18][n:19]1[cH:20][n:21][cH:22][cH:23]1)=[O:24]. The reactants are ClC(=O)OC(C)Cl (1-chloroethyl chloroformate), CCN(C(C)C)C(C)C (Hunig's base), C(C1=CC=CC=C1)N1C[C@@H]([C@H](C1)C1=CC(=C(C=C1)F)F)[C@H](C)OC1=NC=C(C#N)C=C1 (6-{(S)-1-[(3R,4S)-1-benzyl-4-(3,4-difluoro-phenyl)-pyrrolidin-3-yl]-ethoxy}-nicotinonitrile). The solvent is C1(=CC=CC=C1)C (toluene). Run at temperature 100 celsius. The product is FC=1C=C(C=CC1F)[C@@H]1[C@H](CNC1)[C@H](C)OC1=NC=C(C#N)C=C1 (6-{(S)-1-[(3R,4S)-4-(3,4-Difluoro-phenyl)-pyrrolidin-3-yl]-ethoxy}-nicotinonitrile). The yield is 85.4%. RXN SMILES: C([N:8]1[CH2:12][C@H:11]([C:13]2[CH:18]=[CH:17][C:16]([F:19])=[C:15]([F:20])[CH:14]=2)[C@@H:10]([C@@H:21]([O:23][C:24]2[CH:31]=[CH:30][C:27]([C:28]#[N:29])=[CH:26][N:25]=2)[CH3:22])[CH2:9]1)C1C=CC=CC=1.ClC(OC(Cl)C)=O.CCN(C(C)C)C(C)C>C1(C)C=CC=CC=1>[F:20][C:15]1[CH:14]=[C:13]([C@H:11]2[CH2:12][NH:8][CH2:9][C@@H:10]2[C@@H:21]([O:23][C:24]2[CH:31]=[CH:30][C:27]([C:28]#[N:29])=[CH:26][N:25]=2)[CH3:22])[CH:18]=[CH:17][C:16]=1[F:19]. Procedure: To a solution of 6-{(S)-1-[(3R,4S)-1-benzyl-4-(3,4-difluoro-phenyl)-pyrrolidin-3-yl]-ethoxy}-nicotinonitrile—66 mg (0.16 mmol) dissolved in toluene (2 mL) were added 67 mg (0.47 mmol) of 1-chloroethyl chloroformate and 61 mg (0.47 mmol) of Hunig's base. The reaction mixture was heated at 100° C. for one hour. After cooling down to RT, volatiles were removed under vacuo and the crude was dissolved in MeOH (10 mL). The reaction mixture was heated at 85° C. for 30 minutes and after cooling down to ... Reactants: ClC1=NC=CC=N1 (2-chloropyrimidine), FC1=CC=C(OC[C@@H]2CC[C@@H]3N(CCNC3)C2)C=C1 ((7R,9aS)-7-(4-fluorophenoxy)methyl-2,3,4,6,7,8,9,9a-octahydro-1H-pyrido[1,2-a]pyrazine), Cl (HCl). The product is FC1=CC=C(OC[C@@H]2CC[C@@H]3N(CCN(C3)C3=NC=CC=N3)C2)C=C1 ((7R,9aS)-7-(4-Fluorophenoxy)methyl-2-(pyrimidin-2-yl)-2,3,4,6,7,8,9,9a-octahydro-1H-pyrido[1,2-a]pyrazine). As a reaction SMILES: Cl[C:2]1[N:7]=[CH:6][CH:5]=[CH:4][N:3]=1.[F:8][C:9]1[CH:26]=[CH:25][C:12]([O:13][CH2:14][C@H:15]2[CH2:24][N:19]3[CH2:20][CH2:21][NH:22][CH2:23][C@@H:18]3[CH2:17][CH2:16]2)=[CH:11][CH:10]=1.Cl>>[F:8][C:9]1[CH:10]=[CH:11][C:12]([O:13][CH2:14][C@H:15]2[CH2:24][N:19]3[CH2:20][CH2:21][N:22]([C:2]4[N:7]=[CH:6][CH:5]=[CH:4][N:3]=4)[CH2:23][C@@H:18]3[CH2:17][CH2:16]2)=[CH:25][CH:26]=1. Procedure details: The title compound was prepared according to Preparation 3 with 2-chloropyrimidine and (7R,9aS)-7-(4-fluorophenoxy)methyl-2,3,4,6,7,8,9,9a-octahydro-1H-pyrido[1,2-a]pyrazine (Preparation 8). mp (.HCl) 283–285° C. HRMS calcd for C19H23FN4O: 342.1856; found: 342.1867.